Dataset: the Open Reaction Database (ORD), a public repository of structured organic reaction records. Task: describe an organic reaction: reactants, conditions, products, and yield The reactants are CCOC(=O)CN(CCNS(=O)(=O)c1nc2ccccc2s1)C(=O)Cn1cc(C)c(=O)[nH]c1=O, Cl, [Li+], C1CCOC1, [OH-], O, O. Product: Cc1cn(CC(=O)N(CCNS(=O)(=O)c2nc3ccccc3s2)CC(=O)O)c(=O)[nH]c1=O. RXN SMILES: [CH2:1]([CH3:2])[O:3][C:4]([CH2:5][N:6]([C:7]([CH2:8][n:9]1[c:10](=[O:11])[nH:12][c:13](=[O:14])[c:15]([CH3:16])[cH:17]1)=[O:18])[CH2:19][CH2:20][NH:21][S:22](=[O:23])(=[O:24])[c:25]1[s:26][c:27]2[c:28]([n:29]1)[cH:30][cH:31][cH:32][cH:33]2)=[O:34].[ClH:38].[Li+:37].[O:39]1[CH2:40][CH2:41][CH2:42][CH2:43]1.[OH-:36].[OH2:35].[OH2:44]>>[O:3]=[C:4]([CH2:5][N:6]([C:7]([CH2:8][n:9]1[c:10](=[O:11])[nH:12][c:13](=[O:14])[c:15]([CH3:16])[cH:17]1)=[O:18])[CH2:19][CH2:20][NH:21][S:22](=[O:23])(=[O:24])[c:25]1[s:26][c:27]2[c:28]([n:29]1)[cH:30][cH:31][cH:32][cH:33]2)[OH:34]. Reactants: COc1ccc(B(O)O)cc1, COCCOC, [K+], [K+], Cc1cc2c(c(Cl)n1)c(=O)cc(Nc1ccccc1)n2-c1ccccc1, O=C([O-])[O-], CC(=O)[O-], CC(=O)[O-], O, [Pd+2], c1ccc(P(c2ccccc2)c2ccccc2)cc1. Yields the product COc1ccc(-c2nc(C)cc3c2c(=O)cc(Nc2ccccc2)n3-c2ccccc2)cc1. Reaction SMILES: [CH3:27][O:28][c:29]1[cH:30][cH:31][c:32]([B:35]([OH:36])[OH:37])[cH:33][cH:34]1.[CH3:73][O:74][CH2:75][CH2:76][O:77][CH3:78].[K+:57].[K+:58].[NH:1]([c:2]1[cH:3][cH:4][cH:5][cH:6][cH:7]1)[c:8]1[n:9](-[c:21]2[cH:22][cH:23][cH:24][cH:25][cH:26]2)[c:10]2[cH:11][c:12]([CH3:20])[n:13][c:14]([Cl:19])[c:15]2[c:16](=[O:18])[cH:17]1.[O-:59][C:60]([O-:61])=[O:62].[O-:64][C:65]([CH3:66])=[O:67].[O-:68][C:69]([CH3:70])=[O:71].[OH2:72].[Pd+2:63].[c:38]1([P:39]([c:40]2[cH:41][cH:42][cH:43][cH:44][cH:45]2)[c:46]2[cH:47][cH:48][cH:49][cH:50][cH:51]2)[cH:52][cH:53][cH:54][cH:55][cH:56]1>>[NH:1]([c:2]1[cH:3][cH:4][cH:5][cH:6][cH:7]1)[c:8]1[n:9](-[c:21]2[cH:22][cH:23][cH:24][cH:25][cH:26]2)[c:10]2[cH:11][c:12]([CH3:20])[n:13][c:14](-[c:32]3[cH:31][cH:30][c:29]([O:28][CH3:27])[cH:34][cH:33]3)[c:15]2[c:16](=[O:18])[cH:17]1. Reported procedure: N-Cyclopropyl-N-piperidin-4-yl-3-trifluoromethyl-benzenesulfonamide (0.348 g, 1.0 mmol), HOBt (0.135 g, 1.0 mmol), EDCI (0.230 g, 1.2 mmol) and O-nitrobenzoic acid (0.184 g, 1.1 mmol) were dissolved in 10 ml of dry DMF. The mixture was allowed to stir at room temperature for 16 hours. The reaction mixture was concentrated and dryness under reduced pressure. Then the residue was dissolved in EtOAc (50 ml) and the mixture was washed with saturated NaHCO3 (30 ml) and brine (30 ml). The organic laye... Reaction SMILES: [CH:1]1([N:4]([CH:18]2[CH2:23][CH2:22][NH:21][CH2:20][CH2:19]2)[S:5]([C:8]2[CH:13]=[CH:12][CH:11]=[C:10]([C:14]([F:17])([F:16])[F:15])[CH:9]=2)(=[O:7])=[O:6])[CH2:3][CH2:2]1.[CH:24]1[CH:25]=[CH:26][C:27]2[N:32]([OH:33])N=N[C:28]=2[CH:29]=1.CCN=C=NCCCN(C)C.[N+]([O:48][C:49](=O)C1C=CC=CC=1)([O-])=O.CN(C=[O:61])C>>[CH:1]1([N:4]([CH:18]2[CH2:23][CH2:22][N:21]([C:49](=[O:48])[C:28]3[CH:29]=[CH:24][CH:25]=[CH:26][C:27]=3[N+:32]([O-:33])=[O:61])[CH2:20][CH2:19]2)[S:5]([C:8]2[CH:13]=[CH:12][CH:11]=[C:10]([C:14]([F:17])([F:15])[F:16])[CH:9]=2)(=[O:6])=[O:7])[CH2:3][CH2:2]1. The reactants are C1(CC1)N(S(=O)(=O)C1=CC(=CC=C1)C(F)(F)F)C1CCNCC1 (N-Cyclopropyl-N-piperidin-4-yl-3-trifluoromethyl-benzenesulfonamide), C=1C=CC2=C(C1)N=NN2O (HOBt), CCN=C=NCCCN(C)C (EDCI), [N+](=O)([O-])OC(C1=CC=CC=C1)=O (O-nitrobenzoic acid), CN(C)C=O (DMF). Conditions: time 16 hour. Yields the product C1(CC1)N(S(=O)(=O)C1=CC(=CC=C1)C(F)(F)F)C1CCN(CC1)C(C1=C(C=CC=C1)[N+](=O)[O-])=O (N-Cyclopropyl-N-[1-(2-nitro-benzoyl)-piperidin-4-yl]-3-trifluoromethyl-benzenesulfonamide). The yield is 93.0%. Starting materials: ClC1=C(C(=O)OC)C=C(C=C1)CNC(=O)C1CC1 (methyl 2-chloro-5-(cyclopropanecarboxamidomethyl)benzoate), CO (methanol), [OH-].[Na+] (NaOH). The solvent is C1CCOC1 (THF). The product is ClC1=C(C(=O)O)C=C(C=C1)CNC(=O)C1CC1 (2-chloro-5-(cyclopropanecarboxamidomethyl)benzoic acid). Isolated yield 52.6%. RXN SMILES: [Cl:1][C:2]1[CH:11]=[CH:10][C:9]([CH2:12][NH:13][C:14]([CH:16]2[CH2:18][CH2:17]2)=[O:15])=[CH:8][C:3]=1[C:4]([O:6]C)=[O:5].CO.[OH-].[Na+]>C1COCC1>[Cl:1][C:2]1[CH:11]=[CH:10][C:9]([CH2:12][NH:13][C:14]([CH:16]2[CH2:18][CH2:17]2)=[O:15])=[CH:8][C:3]=1[C:4]([OH:6])=[O:5] |f:2.3|. Procedure details: To a solution of methyl 2-chloro-5-(cyclopropanecarboxamidomethyl)benzoate (10.0 g, 30 mmol) in THF: methanol (10:20 mL) was added aqueous solution of NaOH (6.0 g, 140 mmol). The reaction mixture was refluxed for 3-5 h. The reaction mixture was concentrated, diluted with water and acidified with dilute HCl. The reaction mixture was extracted with 10% MeOH:DCM and concentrated to afford 4.0 g of desired product. 1H NMR (300 MHz, DMSO de): δ 0.67 (m, 4H), 1.59 (m, 1H), 4.28 (d, J=6.0 Hz, 2H), 7.37...